From a dataset of the Open Reaction Database (ORD), a public repository of structured organic reaction records. describe an organic reaction: reactants, conditions, products, and yield The reactants are COC(=O)CC(Cc1cc(C)c2[nH]ncc2c1CO)C(=O)OC, ClCCl, O=S(Cl)Cl. The product is COC(=O)CC(Cc1cc(C)c2[nH]ncc2c1CCl)C(=O)OC. As a reaction SMILES: [CH3:1][c:2]1[cH:3][c:4]([CH2:13][CH:14]([C:15](=[O:16])[O:17][CH3:18])[CH2:19][C:20](=[O:21])[O:22][CH3:23])[c:5]([CH2:11][OH:12])[c:6]2[cH:7][n:8][nH:9][c:10]12.[Cl:28][CH2:29][Cl:30].[S:24]([Cl:25])([Cl:26])=[O:27]>>[CH3:1][c:2]1[cH:3][c:4]([CH2:13][CH:14]([C:15](=[O:16])[O:17][CH3:18])[CH2:19][C:20](=[O:21])[O:22][CH3:23])[c:5]([CH2:11][Cl:26])[c:6]2[cH:7][n:8][nH:9][c:10]12. The reactants are C(COCCO)O (diethylene glycol), O.C1(=CC=C(C=C1)S(=O)(=O)O)C (p-toluenesulfonic acid monohydrate), O1CCCCC1 (tetrahydropyran). The solvent is C(Cl)Cl (CH2Cl2). Conditions: time 8 hour. Product: O1C(CCCC1)OCCOCCO (2-(2-((Tetrahydro-2H-pyran-2-yl)oxy)ethoxy)ethanol). Isolated yield 56.7%. Reaction SMILES: [CH2:1]([OH:7])[CH2:2][O:3][CH2:4][CH2:5][OH:6].O.C1(C)C=CC(S(O)(=O)=O)=CC=1.[O:20]1[CH2:25][CH2:24][CH2:23][CH2:22][CH2:21]1>C(Cl)Cl>[O:20]1[CH2:25][CH2:24][CH2:23][CH2:22][CH:21]1[O:7][CH2:1][CH2:2][O:3][CH2:4][CH2:5][OH:6] |f:1.2|. Procedure details: To 800 mL of CH2Cl2 were added diethylene glycol (57 mL, 0.6 mol) and p-toluenesulfonic acid monohydrate (5.7 g, 30 mmol) successively. Then tetrahydropyran (27.4 mL, 0.3 mol) was added dropwise at 0° C. The reaction mixture was stirred overnight and quenched with H2O, extracted with CH2Cl2, washed with H2O and brine successively, concentrated through rotary evaporation, and subjected to silica gel chromatography using CH2Cl2/MeOH as the eluent to afford compound 28 (32.5 g, 0.17 mol, 57% yield)...